Dataset: the Open Reaction Database (ORD), a public repository of structured organic reaction records. Task: describe an organic reaction: reactants, conditions, products, and yield The solvent is CN(C=O)C (N,N-dimethylformamide). Reaction SMILES: [CH3:1][C:2]1([CH3:17])[N:13]([CH3:14])[C:12]([CH3:16])([CH3:15])[CH2:11][C:4]2([NH:8][C:7](=[O:9])[NH:6][C:5]2=[O:10])[CH2:3]1.[O:18]1[CH2:37][CH:19]1[CH2:20][O:21][C:22](=[O:36])[C:23]1[C:24](=[CH:32][CH:33]=[CH:34][CH:35]=1)[C:25]([O:27][CH2:28][CH:29]1[O:31][CH2:30]1)=[O:26].[OH-:38].[K+]>CN(C)C=O>[OH:18][CH:19]([CH2:37][N:6]1[C:5](=[O:38])[C:4]2([CH2:3][C:2]([CH3:1])([CH3:17])[N:13]([CH3:14])[C:12]([CH3:16])([CH3:15])[CH2:11]2)[NH:8][C:7]1=[O:9])[CH2:20][O:21][C:22](=[O:36])[C:23]1[C:24](=[CH:32][CH:33]=[CH:34][CH:35]=1)[C:25]([O:27][CH2:28][CH:29]([OH:31])[CH2:30][N:6]1[C:5](=[O:10])[C:4]2([CH2:3][C:2]([CH3:17])([CH3:1])[N:13]([CH3:14])[C:12]([CH3:16])([CH3:15])[CH2:11]2)[NH:8][C:7]1=[O:9])=[O:26] |f:2.3|. Reactants: CC1(CC2(C(NC(N2)=O)=O)CC(N1C)(C)C)C (7,7,8,9,9-pentamethyl-1,3,8-triazaspiro[4.5]decane-2,4-dione), O1C(COC(C=2C(C(=O)OCC3CO3)=CC=CC2)=O)C1 (bis(2,3-epoxypropyl)phthalate), [OH-].[K+] (potassium hydroxide). The product is OC(COC(C=1C(C(=O)OCC(CN2C(NC3(C2=O)CC(N(C(C3)(C)C)C)(C)C)=O)O)=CC=CC1)=O)CN1C(NC3(C1=O)CC(N(C(C3)(C)C)C)(C)C)=O (Bis[2-hydroxy-3-(7,7,8,9,9-pentamethyl-2,4-dioxo-1,3,8-triazaspiro[4.5]dec-3-yl)propyl]phthalate). Procedure details: 24.0 g of 7,7,8,9,9-pentamethyl-1,3,8-triazaspiro[4.5]decane-2,4-dione, 12.0 g of bis(2,3-epoxypropyl)phthalate and 0.5 g of potassium hydroxide were reacted in 200 ml of N,N-dimethylformamide, following substantially the same procedure as in Example 1. The desired Compound No. 130 was obtained in the form of a white powder, having an Rf value of 0.47 on thin-layer chromatography on silica gel using a 8:1:1:1 by volume mixture of ethyl acetate, benzene, ethanol and triethylamine as developing so...